From a dataset of the Open Reaction Database (ORD), a public repository of structured organic reaction records. describe an organic reaction: reactants, conditions, products, and yield The reactants are O=C([O-])[O-], COc1ccc2c(c1)c(N1CCN(C)CC1)nn2S(=O)(=O)c1ccccc1, CS(C)=O, [K+], [K+], N#CBr, O. Product: COc1ccc2c(c1)c(N1CCN(C#N)CC1)nn2S(=O)(=O)c1ccccc1. Reaction SMILES: [C:28](=[O:29])([O-:30])[O-:31].[CH3:1][N:2]1[CH2:3][CH2:4][N:5]([c:8]2[n:9][n:10]([S:19](=[O:20])(=[O:21])[c:22]3[cH:23][cH:24][cH:25][cH:26][cH:27]3)[c:11]3[cH:12][cH:13][c:14]([O:17][CH3:18])[cH:15][c:16]23)[CH2:6][CH2:7]1.[CH3:38][S:39]([CH3:40])=[O:41].[K+:32].[K+:33].[N:34]#[C:35][Br:36].[OH2:37]>>[C:1]([N:2]1[CH2:3][CH2:4][N:5]([c:8]2[n:9][n:10]([S:19](=[O:20])(=[O:21])[c:22]3[cH:23][cH:24][cH:25][cH:26][cH:27]3)[c:11]3[cH:12][cH:13][c:14]([O:17][CH3:18])[cH:15][c:16]23)[CH2:6][CH2:7]1)#[N:34]. Reactants: [Al+3], [Cl-], [Cl-], [Cl-], O=C(Cl)CCl, ClCCl, O=S(=O)(c1ccc(-c2ccccc2)cc1)C(F)F. Product: O=C(CCl)c1ccc(-c2ccc(S(=O)(=O)C(F)F)cc2)cc1. Reaction SMILES: [Al+3:25].[Cl-:24].[Cl-:26].[Cl-:27].[Cl:19][CH2:20][C:21](=[O:22])[Cl:23].[Cl:28][CH2:29][Cl:30].[F:1][CH:2]([S:3](=[O:4])(=[O:5])[c:6]1[cH:7][cH:8][c:9](-[c:12]2[cH:13][cH:14][cH:15][cH:16][cH:17]2)[cH:10][cH:11]1)[F:18]>>[F:1][CH:2]([S:3](=[O:4])(=[O:5])[c:6]1[cH:7][cH:8][c:9](-[c:12]2[cH:13][cH:14][c:15]([C:21]([CH2:20][Cl:19])=[O:22])[cH:16][cH:17]2)[cH:10][cH:11]1)[F:18]. Reactants: C(C)(=O)O (acetic acid), C(C1=CC=CC=C1)N1C[C@@H](CC1)N ((R)-1-benzyl-3-aminopyrrolidine). The solvent is C(C)(=O)OCC (ethyl acetate). Product: C(C1=CC=CC=C1)N1CC(CC1)O (1-benzyl-3-pyrrolidinol), C(C1=CC=CC=C1)N1CC=CC1 (1-benzyl-2,5-dihydro-1H-pyrrole). Reaction SMILES: [C:1]([OH:4])(=O)[CH3:2].[CH2:5]([N:12]1[CH2:16][CH2:15][C@@H:14](N)[CH2:13]1)[C:6]1[CH:11]=[CH:10][CH:9]=[CH:8][CH:7]=1>C(OCC)(=O)C>[CH2:5]([N:12]1[CH2:16][CH2:2][CH:1]([OH:4])[CH2:13]1)[C:6]1[CH:11]=[CH:10][CH:9]=[CH:8][CH:7]=1.[CH2:5]([N:12]1[CH2:16][CH:15]=[CH:14][CH2:13]1)[C:6]1[CH:11]=[CH:10][CH:9]=[CH:8][CH:7]=1. Procedure details: When 960 mg of acetic acid (16 mmol) was added to a solution in ethyl acetate (30 mL) of 3.6146 g of crude (R)-1-benzyl-3-aminopyrrolidine produced in the step 1-1 (14.6 mmol, optical purity: 92.4% e.e., including 29.5% by weight 1-benzyl-3-pyrrolidinol, and 0.8% by weight 1-benzyl-2,5-dihydro-1H-pyrrole as impurities), a crystal was precipitated. After stirring at 5° C. for 30 min, the crystal was filtrated under reduced pressure, which was washed with 20 mL of ethyl acetate, and thereafter vac... Reactants: Cl, O=C(O)CCl, Cc1cccc(Oc2c[nH]c(=S)[nH]c2=O)c1. Product: Cc1cccc(Oc2c[nH]c(=O)[nH]c2=O)c1. Reaction SMILES: [ClH:22].[OH:1][C:2]([CH2:3][Cl:4])=[O:5].[c:6]1([CH3:21])[cH:7][c:8]([O:12][c:13]2[c:14](=[O:20])[nH:15][c:16](=[S:19])[nH:17][cH:18]2)[cH:9][cH:10][cH:11]1>>[O:1]=[c:16]1[nH:15][c:14](=[O:20])[c:13]([O:12][c:8]2[cH:7][c:6]([CH3:21])[cH:11][cH:10][cH:9]2)[cH:18][nH:17]1.